Dataset: the Open Reaction Database (ORD), a public repository of structured organic reaction records. Task: describe an organic reaction: reactants, conditions, products, and yield The reactants are CC(=O)O, O=Cc1cc(C(F)(F)F)ccc1Cl, [K+], [K+], O=C([O-])[O-], CN(C)C=O, Oc1ccccc1. Product: O=Cc1cc(C(F)(F)F)ccc1Oc1ccccc1. As a reaction SMILES: [CH3:27][C:28](=[O:29])[OH:30].[Cl:1][c:2]1[c:3]([CH:4]=[O:5])[cH:6][c:7]([C:10]([F:11])([F:12])[F:13])[cH:8][cH:9]1.[K+:21].[K+:22].[O-:23][C:24]([O-:25])=[O:26].[O:31]=[CH:32][N:33]([CH3:34])[CH3:35].[OH:14][c:15]1[cH:16][cH:17][cH:18][cH:19][cH:20]1>>[c:2]1([O:14][c:15]2[cH:16][cH:17][cH:18][cH:19][cH:20]2)[c:3]([CH:4]=[O:5])[cH:6][c:7]([C:10]([F:11])([F:12])[F:13])[cH:8][cH:9]1. The reactants are CC=1NC(=CC1C)C(=O)OCC (2,3-dimethyl-5-carbethoxy-pyrrole), CC1OC(OC(O1)C)C (paraldehyde), prisms. Yields the product CC=1NC(=C(C1C)CC)C(=O)OCC (2,3-Dimethyl-4-ethyl-5-carbethoxy-pyrrole). RXN SMILES: [CH3:1][C:2]1[NH:3][C:4]([C:8]([O:10][CH2:11][CH3:12])=[O:9])=[CH:5][C:6]=1[CH3:7].[CH3:13][CH:14]1OC(C)OC(C)O1>>[CH3:1][C:2]1[NH:3][C:4]([C:8]([O:10][CH2:11][CH3:12])=[O:9])=[C:5]([CH2:13][CH3:14])[C:6]=1[CH3:7]. Procedure details: As in Example 32 but using 2,3-dimethyl-5-carbethoxy-pyrrole and paraldehyde. Colourless prisms (51%), m.p. 95°-97° (lit16) m.p. 97°). Anal. Calc. for C11H17NO2 : C, 67.66; H, 8.78; N, 7.17. Found: C, 67.59; H, 8.49; N, 7.23.